This data is from the Open Reaction Database (ORD), a public repository of structured organic reaction records. The task is: describe an organic reaction: reactants, conditions, products, and yield Starting materials: Br (hydrobromic acid), FC1(CCC(CC1)C1=C(C(=NC=2CC(C[C@@H](C12)O)(C)C)C1CCN(CC1)C1=NC=C(C=N1)OCCC(C)(C)O)[C@H](C1=CC=C(C=C1)C(F)(F)F)F)F ((5S)-4-(4,4-Difluorocyclohexyl)-3-{(S)-fluoro[4-(trifluoromethyl)phenyl]methyl}-2-{1-[5-(3-hydroxy-3-methylbutoxy)pyrimidin-2-yl]piperidin-4-yl}-7,7-dimethyl-5,6,7,8-tetrahydroquinolin-5-ol). Run in CC(=O)C (acetone). Reaction conditions: time 50 minute. Product: Br.FC1(CCC(CC1)C1=C(C(=NC=2CC(C[C@@H](C12)O)(C)C)C1CCN(CC1)C1=NC=C(C=N1)OCCC(C)(C)O)[C@H](C1=CC=C(C=C1)C(F)(F)F)F)F ((5S)-4-(4,4-Difluorocyclohexyl)-3-{(S)-fluoro[4-(trifluoromethyl)phenyl]methyl}-2-{1-[5-(3-hydroxy-3-methylbutoxy)pyrimidin-2-yl]piperidin-4-yl}-7,7-dimethyl-5,6,7,8-tetrahydroquinolin-5-ol hydrobromide). The yield is 68.7%. As a reaction SMILES: [F:1][C:2]1([F:52])[CH2:7][CH2:6][CH:5]([C:8]2[C:17]3[C@@H:16]([OH:18])[CH2:15][C:14]([CH3:20])([CH3:19])[CH2:13][C:12]=3[N:11]=[C:10]([CH:21]3[CH2:26][CH2:25][N:24]([C:27]4[N:32]=[CH:31][C:30]([O:33][CH2:34][CH2:35][C:36]([OH:39])([CH3:38])[CH3:37])=[CH:29][N:28]=4)[CH2:23][CH2:22]3)[C:9]=2[C@@H:40]([F:51])[C:41]2[CH:46]=[CH:45][C:44]([C:47]([F:50])([F:49])[F:48])=[CH:43][CH:42]=2)[CH2:4][CH2:3]1.[BrH:53]>CC(C)=O>[BrH:53].[F:52][C:2]1([F:1])[CH2:3][CH2:4][CH:5]([C:8]2[C:17]3[C@@H:16]([OH:18])[CH2:15][C:14]([CH3:19])([CH3:20])[CH2:13][C:12]=3[N:11]=[C:10]([CH:21]3[CH2:22][CH2:23][N:24]([C:27]4[N:32]=[CH:31][C:30]([O:33][CH2:34][CH2:35][C:36]([OH:39])([CH3:37])[CH3:38])=[CH:29][N:28]=4)[CH2:25][CH2:26]3)[C:9]=2[C@@H:40]([F:51])[C:41]2[CH:46]=[CH:45][C:44]([C:47]([F:48])([F:50])[F:49])=[CH:43][CH:42]=2)[CH2:6][CH2:7]1 |f:3.4|. Procedure details: To a solution of 50.0 mg (0.068 mmol) of (5S)-4-(4,4-Difluorocyclohexyl)-3-{(S)-fluoro[4-(trifluoromethyl)phenyl]methyl}-2-{1-[5-(3-hydroxy-3-methylbutoxy)pyrimidin-2-yl]piperidin-4-yl}-7,7-dimethyl-5,6,7,8-tetrahydroquinolin-5-ol, which was prepared by a method similar to that of Reference Example 16, in 0.1 ml of acetone, 0.008 ml (0.069 mmol) of 47% hydrobromic acid was added at room temperature. Subsequently, a small amount of a seed crystal was added thereto, and the reaction mixture was st... Reactants: N1CCCCC1 (piperidine), CNC1=CC=C(C=C1)C=1SC2=C(N1)C=CC(=C2)O (2-[4-(N-monomethyl)aminophenyl]-6-hydroxybenzothiazole), O(C(=O)OC(C)(C)C)C(=O)OC(C)(C)C ((BOC)2O), N,N-dimethylaminopyridine, [Cl-].[NH4+] (ammonium chloride). The solvent is O1CCCC1 (tetrahydrofuran). The product is CNC1=NC=C(C=C1)C=1SC2=C(N1)C=CC(=C2)O (2-[2-(N-monomethylamino)pyridin-5-yl]-6-hydroxybenzothiazole). The yield is 99.4%. Reaction SMILES: [CH3:1][NH:2][C:3]1C=[CH:7][C:6]([C:9]2[S:10][C:11]3[CH:17]=[C:16]([OH:18])[CH:15]=[CH:14][C:12]=3[N:13]=2)=[CH:5][CH:4]=1.O(C(OC(C)(C)C)=O)C(OC(C)(C)C)=O.[NH:34]1CCCCC1.[Cl-].[NH4+]>O1CCCC1>[CH3:1][NH:2][C:3]1[CH:4]=[CH:5][C:6]([C:9]2[S:10][C:11]3[CH:17]=[C:16]([OH:18])[CH:15]=[CH:14][C:12]=3[N:13]=2)=[CH:7][N:34]=1 |f:3.4|. Reported procedure: 2-[4-(N-monomethyl)aminophenyl]-6-hydroxybenzothiazole (45, 520 mg, 2.03 mmol) was dissolved in tetrahydrofuran (15 mL) and (BOC)2O (974 mg, 4.46 mmol) and N,N-dimethylaminopyridine (DMAP; 496 mg, 4.06 mmol) were sequentially added thereto. After agitating the resulting reaction mixture for 16 hours at room temperature and removing the solvent under reduced pressure, the mixture was dissolved again in dichloromethane (40 mL). Then, after adding piperidine (4.0 mL, 40.6 mmol), the reaction mixtur... The reactants are C(C)(C)(C)OC(N(C)C[C@@H](O)C1=CC=C(C=C1)F)=O ((2S)-[2-(4-fluorophenyl)-2-hydroxyethyl]methylcarbamic acid t-butyl ester), Cl.C(C)(=O)OCC (hydrochloric acid ethyl acetate). Run in C(C)(=O)OCC (ethyl acetate). Conditions: time 1 hour. Product: FC1=CC=C(C=C1)[C@@H](CNC)O ((1S)-1-(4-Fluorophenyl)-2-(methylamino)ethanol). Yield: 61.1%. Reaction SMILES: C(O[C:6](=O)[N:7]([CH2:9][C@H:10]([C:12]1[CH:17]=[CH:16][C:15]([F:18])=[CH:14][CH:13]=1)[OH:11])C)(C)(C)C.Cl.C(OCC)(=O)C>C(OCC)(=O)C>[F:18][C:15]1[CH:14]=[CH:13][C:12]([C@H:10]([OH:11])[CH2:9][NH:7][CH3:6])=[CH:17][CH:16]=1 |f:1.2|. Procedure details: To a solution of (2S)-[2-(4-fluorophenyl)-2-hydroxyethyl]methylcarbamic acid t-butyl ester (1.25 g) in ethyl acetate was added dropwise a solution of 4N hydrochloric acid-ethyl acetate (40 mL). The solution was allowed to stand at room temperature for 1 hour. After removing the solvent by evaporation, the solution was alkalinized by addition of an aqueous solution of 5N sodium hydroxide, and saturated with sodium chloride. The solution was extracted with dichloromethane, then washed with saturat... Starting materials: CCCc1cc2c(c(C(F)(F)F)c1)C(=O)N1CCN(C(=O)OC(C)(C)C)CC21, Cl. Yields the product Cl, CCCc1cc2c(c(C(F)(F)F)c1)C(=O)N1CCNCC21. RXN SMILES: [C:1]([O:2][C:3](=[O:4])[N:8]1[CH2:9][CH:10]2[N:11]([C:12](=[O:26])[c:13]3[c:14]([C:22]([F:23])([F:24])[F:25])[cH:15][c:16]([CH2:19][CH2:20][CH3:21])[cH:17][c:18]32)[CH2:27][CH2:28]1)([CH3:5])([CH3:6])[CH3:7].[ClH:29]>>[ClH:29].[NH:8]1[CH2:9][CH:10]2[N:11]([C:12](=[O:26])[c:13]3[c:14]([C:22]([F:23])([F:24])[F:25])[cH:15][c:16]([CH2:19][CH2:20][CH3:21])[cH:17][c:18]32)[CH2:27][CH2:28]1. The reactants are C(C)SC1=CC=C(C=C1)N1N=NN=C1 (1-[p-(ethylthio)phenyl]-1H-tetrazole), C(C)SC1=CC=C(N)C=C1 (p-ethylthioaniline), [N-]=[N+]=[N-].[Na+] (sodium azide), S(O)(O)(=O)=O (sulfuric acid). The product is C(C)S(=O)(=N)C1=CC=C(C=C1)N1N=NN=C1 (S-ethyl-S-[p-(1H-tetrazole-1-yl)-phenyl]sulfoximine). RXN SMILES: C(S[C:4]1[CH:9]=[CH:8][C:7]([N:10]2[CH:14]=[N:13][N:12]=[N:11]2)=[CH:6][CH:5]=1)C.[CH2:15](SC1C=CC(N)=CC=1)[CH3:16].[N-:25]=[N+]=[N-].[Na+].[S:29](=[O:33])(=O)(O)O>>[CH2:15]([S:29]([C:4]1[CH:5]=[CH:6][C:7]([N:10]2[CH:14]=[N:13][N:12]=[N:11]2)=[CH:8][CH:9]=1)(=[NH:25])=[O:33])[CH3:16] |f:2.3|. Procedure details: Following the general procedure of Example 15, 1-[p-(ethylthio)phenyl]-1H-tetrazole (prepared from p-ethylthioaniline by the method of Example 2) is treated with sodium azide and concentrated sulfuric acid to give the S-ethyl-S-[p-(1H-tetrazole-1-yl)-phenyl]sulfoximine.